The task is: describe an organic reaction: reactants, conditions, products, and yield. This data is from the Open Reaction Database (ORD), a public repository of structured organic reaction records. Starting materials: [BH3-]C#N, CC(=O)O, CC(C)=O, CO, O=C(Nc1ccc(Cl)cn1)c1ccccc1NCC1CCNCC1, [Na+], [Na+], [OH-]. Product: CC(C)N1CCC(CNc2ccccc2C(=O)Nc2ccc(Cl)cn2)CC1. As a reaction SMILES: [C:29]([BH3-:30])#[N:31].[C:33]([OH:34])(=[O:35])[CH3:36].[CH3:25][C:26]([CH3:27])=[O:28].[CH3:37][OH:38].[Cl:1][c:2]1[cH:3][cH:4][c:5]([NH:8][C:9]([c:10]2[c:11]([NH:16][CH2:17][CH:18]3[CH2:19][CH2:20][NH:21][CH2:22][CH2:23]3)[cH:12][cH:13][cH:14][cH:15]2)=[O:24])[n:6][cH:7]1.[Na+:32].[Na+:40].[OH-:39]>>[Cl:1][c:2]1[cH:3][cH:4][c:5]([NH:8][C:9]([c:10]2[c:11]([NH:16][CH2:17][CH:18]3[CH2:19][CH2:20][N:21]([CH:26]([CH3:25])[CH3:27])[CH2:22][CH2:23]3)[cH:12][cH:13][cH:14][cH:15]2)=[O:24])[n:6][cH:7]1. The reactants are ClC(C1OC(C2(C(C12)(C)C)C(=O)OC)=O)(Cl)Cl (methyl 4-trichloromethyl-6,6-dimethyl-2-oxo-3-oxabicyclo[3.1.0]hexane-1-carboxylate), [Cl-].[Li+] (lithium chloride). The solvent is CCOCC (ether), CN(P(N(C)C)(N(C)C)=O)C (hexamethylphosphoric triamide). Yields the product ClC(C1OC(C2C(C12)(C)C)=O)(Cl)Cl (4-trichloromethyl-6,6-dimethyl-2-oxo-3-oxabicyclo[3.1.0]hexane). Yield: 27.9%. As a reaction SMILES: [Cl:1][C:2]([Cl:17])([Cl:16])[CH:3]1[CH:8]2[C:6](C(OC)=O)([C:7]2([CH3:10])[CH3:9])[C:5](=[O:15])[O:4]1.[Cl-].[Li+]>CN(C)P(=O)(N(C)C)N(C)C.CCOCC>[Cl:17][C:2]([Cl:1])([Cl:16])[CH:3]1[CH:8]2[CH:6]([C:7]2([CH3:10])[CH3:9])[C:5](=[O:15])[O:4]1 |f:1.2|. Procedure details: To a solution of methyl 4-trichloromethyl-6,6-dimethyl-2-oxo-3-oxabicyclo[3.1.0]hexane-1-carboxylate (1.52 g, 0.005 mole) in 10 ml of hexamethylphosphoric triamide was added lithium chloride (0.42 g, 0.010 mole). After heating at 75° for two hours, the cooled reaction mixture was diluted with ether. The ethereal solution was washed with water, dried over magnesium sulfate, and the ether was removed by evaporation, yielding a residue which was purified by column chromatography on silica gel using... Starting materials: CC(=O)Nc1c([N+](=O)[O-])ccc(C(=O)O)c1C(=O)O, CC(=O)Cl, CC(=O)OC(C)=O. Product: CC(=O)Nc1c([N+](=O)[O-])ccc2c1C(=O)OC2=O. RXN SMILES: [C:1]([CH3:2])(=[O:3])[NH:4][c:5]1[c:6]([C:17](=[O:18])[OH:19])[c:7]([C:8](=[O:9])[OH:10])[cH:11][cH:12][c:13]1[N+:14](=[O:15])[O-:16].[CH3:20][C:21](=[O:22])[Cl:23].[CH3:24][C:25]([O:26][C:27](=[O:28])[CH3:29])=[O:30]>>[C:1]([CH3:2])(=[O:3])[NH:4][c:5]1[c:6]2[c:7]([cH:11][cH:12][c:13]1[N+:14](=[O:15])[O-:16])[C:8](=[O:10])[O:19][C:17]2=[O:18]. Reactants: C(C=C)(=O)OCC (ethyl acrylate), C(C=C)(=O)O (acrylic acid), N(=NC1(CCCCC1)C#N)C1(CCCCC1)C#N (1,1′-azobis(cyclohexane-1-carbonitrile)). The product is C(C=C)(=O)OCC.C(C=C)(=O)O (ethyl acrylate acrylic acid), ( B1 ). As a reaction SMILES: [C:1]([O:5][CH2:6][CH3:7])(=[O:4])[CH:2]=[CH2:3].[C:8]([OH:12])(=[O:11])[CH:9]=[CH2:10].N(C1(C#N)CCCCC1)=NC1(C#N)CCCCC1>>[C:1]([O:5][CH2:6][CH3:7])(=[O:4])[CH:2]=[CH2:3].[C:8]([OH:12])(=[O:11])[CH:9]=[CH2:10] |f:3.4|. Reported procedure: Into a 1-L reactor, 500 g of a propylene-α-olefin copolymer (“Tafmer XR110T” (tradename) manufactured by Mitsui Chemicals, Inc.) was introduced, which was then stirred for 2 h after the inner temperature was raised up to 390° C., to obtain a double bond-terminated propylene-α-olefin copolymer. The content of the terminal double bond was 188.7 μmol/g. (2) Into a reactor, were charged 100 parts by weight of the double bond-terminated propylene-α-olefin copolymer produced in the step (1), 300 parts... The reactants are CC1(SCCC(C1)=O)C (2,2-Dimethyltetrahydro-4H-thiopyran-4-one), BrC=1C=C2C=CNC2=C(C1)C(=O)OCC (ethyl 5-bromo-1H-indole-7-carboxylate), FC(S(=O)(=O)O[Si](C)(C)C)(F)F (trimethylsilyl trifluoromethanesulfonate), C(C)[SiH](CC)CC (triethylsilane). The solvent is C(Cl)Cl (DCM), C(Cl)Cl (DCM), C(Cl)Cl (DCM). Reaction conditions: temperature 0 celsius. Yields the product BrC=1C=C2C(=CNC2=C(C1)C(=O)OCC)C1CC(SCC1)(C)C ((racemic)-Ethyl 5-bromo-3-(2,2-dimethyltetrahydro-2H-thiopyran-4-yl)-1H-indole-7-carboxylate). The yield is 114.0%. RXN SMILES: [CH3:1][C:2]1([CH3:9])[CH2:7][C:6](=O)[CH2:5][CH2:4][S:3]1.FC(F)(F)S(O[Si](C)(C)C)(=O)=O.[Br:22][C:23]1[CH:24]=[C:25]2[C:29](=[C:30]([C:32]([O:34][CH2:35][CH3:36])=[O:33])[CH:31]=1)[NH:28][CH:27]=[CH:26]2.C([SiH](CC)CC)C>C(Cl)Cl>[Br:22][C:23]1[CH:24]=[C:25]2[C:29](=[C:30]([C:32]([O:34][CH2:35][CH3:36])=[O:33])[CH:31]=1)[NH:28][CH:27]=[C:26]2[CH:6]1[CH2:5][CH2:4][S:3][C:2]([CH3:9])([CH3:1])[CH2:7]1. Reported procedure: 2,2-Dimethyltetrahydro-4H-thiopyran-4-one (0.675 g, 4.68 mmol) was placed in a dried flask fitted up with an addition funnel, a septum and an argon inlet, and dissolved in dry DCM (15 mL), cooled to 0° C., stirred, and then trimethylsilyl trifluoromethanesulfonate (1.692 mL, 9.36 mmol) was added dropwise through the addition funnel over 10 minutes. DCM (5 mL) was used to wash the addition funnel walls. To this mixture was added dropwise ethyl 5-bromo-1H-indole-7-carboxylate (1.341 g, 5 mmol) in ... Reactants: C(C)(C)(C)OC(=O)NCC1=C(C(=CC(=C1)C)[N+](=O)[O-])O (2-(t-butoxycarbonylaminomethyl)-4-methyl-6-nitrophenol), C([O-])([O-])=O.[Cs+].[Cs+] (cesium carbonate), CN(C=O)C (dimethylformamide), C(C)I (ethyl iodide). Run in O (water), C(C)(=O)OCC (ethyl acetate). Reaction conditions: temperature 60 celsius, time 2 hour. Product: C(C)(C)(C)OC(=O)NCC=1C(=C(C=CC1C)[N+](=O)[O-])OCC (3-(t-butoxycarbonylaminomethyl)-2-ethoxy-4-methylnitrobenzene). As a reaction SMILES: [C:1]([O:5][C:6]([NH:8][CH2:9][C:10]1[CH:15]=[C:14](C)[CH:13]=[C:12]([N+:17]([O-:19])=[O:18])[C:11]=1[OH:20])=[O:7])([CH3:4])([CH3:3])[CH3:2].C(=O)([O-])[O-].[Cs+].[Cs+].[CH3:27]N(C)C=O.[CH2:32](I)[CH3:33]>O.C(OCC)(=O)C>[C:1]([O:5][C:6]([NH:8][CH2:9][C:10]1[C:11]([O:20][CH2:32][CH3:33])=[C:12]([N+:17]([O-:19])=[O:18])[CH:13]=[CH:14][C:15]=1[CH3:27])=[O:7])([CH3:2])([CH3:3])[CH3:4] |f:1.2.3|. Reported procedure: A mixture of the compound (350 mg) obtained in Example 520b, cesium carbonate (404 mg), dimethylformamide (15 ml) and ethyl iodide (0.4 ml) was stirred at 60° C. for 2 h. To the reaction mixture, ethyl acetate and water were added. The organic layer was washed with a saturated aqueous sodium chloride solution, dried with anhydrous sodium sulfate and concentrated under reduced pressure. The resulting residue was purified by silica gel column chromatography (eluent, ethyl acetate:n-hexane=2:8) to ... The reactants are COC1=CC=2C[C@H]([C@H]3[C@@H]4CC[C@@H]([C@@]4(C)CC[C@@H]3C2C=C1)O)CC=C (3-methoxy-7α-(2-propenyl)estra-1,3,5(10)-trien-17β-ol), FC(CCCC(C(=O)OCC)CCCCCC=C)(C(F)(F)F)F (ethyl 2-(4,4,5,5,5-pentafluoropentyl)-8-nonenoate). Product: OC1=CC=2C[C@H]([C@H]3[C@@H]4CC[C@@H]([C@@]4(C)CC[C@@H]3C2C=C1)O)CCCCCCCCC(C(=O)O)CCCC(C(F)(F)F)(F)F (10-[3,17β-dihydroxyestra-1,3,5(10)-trien-7α-yl]-2-(4,4,5,5,5-pentafluoropentyl)decanoic acid). As a reaction SMILES: C[O:2][C:3]1[CH:20]=[CH:19][C:18]2[C@@H:17]3[C@H:8]([C@H:9]4[C@@:13]([CH2:15][CH2:16]3)([CH3:14])[C@@H:12]([OH:21])[CH2:11][CH2:10]4)[C@H:7]([CH2:22]C=C)[CH2:6][C:5]=2[CH:4]=1.[F:25][C:26]([F:47])([C:43]([F:46])([F:45])[F:44])[CH2:27][CH2:28][CH2:29][CH:30]([CH2:36][CH2:37][CH2:38][CH2:39][CH2:40][CH:41]=[CH2:42])[C:31]([O:33]CC)=[O:32]>>[OH:2][C:3]1[CH:20]=[CH:19][C:18]2[C@@H:17]3[C@H:8]([C@H:9]4[C@@:13]([CH2:15][CH2:16]3)([CH3:14])[C@@H:12]([OH:21])[CH2:11][CH2:10]4)[C@H:7]([CH2:22][CH2:42][CH2:41][CH2:40][CH2:39][CH2:38][CH2:37][CH2:36][CH:30]([CH2:29][CH2:28][CH2:27][C:26]([F:25])([F:47])[C:43]([F:44])([F:45])[F:46])[C:31]([OH:33])=[O:32])[CH2:6][C:5]=2[CH:4]=1. Procedure details: Starting with the 3-methoxy-7α-(2-propenyl)estra-1,3,5(10)-trien-17β-ol prepared in Example 13 and ethyl 2-(4,4,5,5,5-pentafluoropentyl)-8-nonenoate prepared separately, the same procedure as shown in Example 13 was repeated to give 10-[3,17β-dihydroxyestra-1,3,5(10)-trien-7α-yl]-2-(4,4,5,5,5-pentafluoropentyl)decanoic acid.